Dataset: the Open Reaction Database (ORD), a public repository of structured organic reaction records. Task: describe an organic reaction: reactants, conditions, products, and yield Reactants: ClC=1C(=C(C=CC1)[C@H]1[C@@H](N[C@H]([C@]1(C#N)C1=C(C=C(C=C1)Cl)F)CC(C)(C)C)C(=O)NC1=C(C=C(C(=O)O)C=C1)OC)F (4-((2R,3S,4R,5S)-3-(3-chloro-2-fluorophenyl)-4-(4-chloro-2-fluorophenyl)-4-cyano-5-neopentylpyrrolidine-2-carboxamido)-3-methoxybenzoic acid), CN(CCOCCO)C (2-(2-(dimethylamino)ethoxy)ethanol). Product: Cl.CN(CCOCCOC(C1=CC(=C(C=C1)NC(=O)[C@@H]1N[C@H]([C@]([C@H]1C1=C(C(=CC=C1)Cl)F)(C#N)C1=C(C=C(C=C1)Cl)F)CC(C)(C)C)OC)=O)C (4-{[(2R,3S,4R,5S)-4-(4-chloro-2-fluoro-phenyl)-3-(3-chloro-2-fluoro-phenyl)-4-cyano-5-(2,2-dimethyl-propyl)-pyrrolidine-2-carbonyl]-amino}-3-methoxy-benzoic acid 2-(2-dimethylamino-ethoxy)-ethyl ester, hydrochloride). As a reaction SMILES: [Cl:1][C:2]1[C:3]([F:42])=[C:4]([C@@H:8]2[C@:12]([C:15]3[CH:20]=[CH:19][C:18]([Cl:21])=[CH:17][C:16]=3[F:22])([C:13]#[N:14])[C@H:11]([CH2:23][C:24]([CH3:27])([CH3:26])[CH3:25])[NH:10][C@H:9]2[C:28]([NH:30][C:31]2[CH:39]=[CH:38][C:34]([C:35]([OH:37])=[O:36])=[CH:33][C:32]=2[O:40][CH3:41])=[O:29])[CH:5]=[CH:6][CH:7]=1.[CH3:43][N:44]([CH3:51])[CH2:45][CH2:46][O:47][CH2:48][CH2:49]O>>[ClH:1].[CH3:43][N:44]([CH3:51])[CH2:45][CH2:46][O:47][CH2:48][CH2:49][O:36][C:35](=[O:37])[C:34]1[CH:38]=[CH:39][C:31]([NH:30][C:28]([C@H:9]2[C@H:8]([C:4]3[CH:5]=[CH:6][CH:7]=[C:2]([Cl:1])[C:3]=3[F:42])[C@:12]([C:15]3[CH:20]=[CH:19][C:18]([Cl:21])=[CH:17][C:16]=3[F:22])([C:13]#[N:14])[C@H:11]([CH2:23][C:24]([CH3:26])([CH3:27])[CH3:25])[NH:10]2)=[O:29])=[C:32]([O:40][CH3:41])[CH:33]=1 |f:2.3|. Procedure: In a manner similar to the method described in Example 14, 4-((2R,3S,4R,5S)-3-(3-chloro-2-fluorophenyl)-4-(4-chloro-2-fluorophenyl)-4-cyano-5-neopentylpyrrolidine-2-carboxamido)-3-methoxybenzoic acid (prepared as described in US20100152190A1) was reacted with 2-(2-(dimethylamino)ethoxy)ethanol to give 4-{[(2R,3S,4R,5S)-4-(4-chloro-2-fluoro-phenyl)-3-(3-chloro-2-fluoro-phenyl)-4-cyano-5-(2,2-dimethyl-propyl)-pyrrolidine-2-carbonyl]-amino}-3-methoxy-benzoic acid 2-(2-dimethylamino-ethoxy)-ethyl es... Starting materials: CCOC(=O)C(Cc1ccc(OS(=O)(=O)C(F)(F)F)cc1)NC(=O)OC(C)(C)C, COC(=O)C(Cc1ccc(O)cc1)(N=C=O)OC(C)(C)C, O=S(=O)([O-])C(F)(F)F. Product: COC(=O)C(Cc1ccc(OS(=O)(=O)C(F)(F)F)cc1)NC(=O)OC(C)(C)C. Reaction SMILES: [C:1]([CH3:2])([CH3:3])([CH3:4])[O:5][C:6](=[O:7])[NH:8][CH:9]([C:10](=[O:11])[O:12][CH2:13][CH3:14])[CH2:15][c:16]1[cH:17][cH:18][c:19]([O:22][S:23](=[O:24])(=[O:25])[C:26]([F:27])([F:28])[F:29])[cH:20][cH:21]1.[C:30]([O:31][C:32]([N:33]=[C:34]=[O:35])([CH2:36][c:37]1[cH:38][cH:39][c:40]([OH:41])[cH:42][cH:43]1)[C:44]([O:45][CH3:46])=[O:47])([CH3:48])([CH3:49])[CH3:50].[O-:51][S:52]([C:53]([F:54])([F:55])[F:56])(=[O:57])=[O:58]>>[C:1]([CH3:2])([CH3:3])([CH3:4])[O:5][C:6](=[O:7])[NH:8][CH:9]([C:10](=[O:11])[O:12][CH3:13])[CH2:15][c:16]1[cH:17][cH:18][c:19]([O:22][S:23](=[O:24])(=[O:25])[C:26]([F:27])([F:28])[F:29])[cH:20][cH:21]1. Reactants: C[C@@H]1N(CCCC1)C1=NN=C2N1C=C(C=C2)O[C@@H]2CC[C@@H](C1=CC=CC=C21)N ((1S,4R)-4-[3-((S)-2-Methyl-piperidin-1-yl)-[1,2,4]triazolo[4,3-a]pyridin-6-yloxy]-1,2,3,4-tetrahydro-naphthalen-1-ylamine), ClC(COC(NC=1N(N=C(C1)C(C)(C)C)C1=CC(=CC=C1)CO)=O)(Cl)Cl ([5-tert-Butyl-2-(3-hydroxymethyl-phenyl)-2H-pyrazol-3-yl]-carbamic acid 2,2,2-trichloro-ethyl ester), CCN(C(C)C)C(C)C (DIPEA). Solvent: O1CCOCC1 (dioxane). Run at temperature 80 celsius, time 18 hour. The product is C(C)(C)(C)C=1C=C(N(N1)C1=CC(=CC=C1)CO)NC(=O)N[C@H]1CC[C@H](C2=CC=CC=C12)OC=1C=CC=2N(C1)C(=NN2)N2[C@H](CCCC2)C (1-[5-tert-Butyl-2-(3-hydroxymethyl-phenyl)-2H-pyrazol-3-yl]-3-{(1S,4R)-4-[3-((S)-2-methyl-piperidin-1-yl)-[1,2,4]triazolo[4,3-a]pyridin-6-yloxy]-1,2,3,4-tetrahydro-naphthalen-1-yl}-urea). The yield is 65.6%. Reaction SMILES: [CH3:1][C@H:2]1[CH2:7][CH2:6][CH2:5][CH2:4][N:3]1[C:8]1[N:12]2[CH:13]=[C:14]([O:17][C@H:18]3[C:27]4[C:22](=[CH:23][CH:24]=[CH:25][CH:26]=4)[C@@H:21]([NH2:28])[CH2:20][CH2:19]3)[CH:15]=[CH:16][C:11]2=[N:10][N:9]=1.ClC(Cl)(Cl)C[O:32][C:33](=O)[NH:34][C:35]1[N:36]([C:44]2[CH:49]=[CH:48][CH:47]=[C:46]([CH2:50][OH:51])[CH:45]=2)[N:37]=[C:38]([C:40]([CH3:43])([CH3:42])[CH3:41])[CH:39]=1.CCN(C(C)C)C(C)C>O1CCOCC1>[C:40]([C:38]1[CH:39]=[C:35]([NH:34][C:33]([NH:28][C@@H:21]2[C:22]3[C:27](=[CH:26][CH:25]=[CH:24][CH:23]=3)[C@H:18]([O:17][C:14]3[CH:15]=[CH:16][C:11]4[N:12]([C:8]([N:3]5[CH2:4][CH2:5][CH2:6][CH2:7][C@@H:2]5[CH3:1])=[N:9][N:10]=4)[CH:13]=3)[CH2:19][CH2:20]2)=[O:32])[N:36]([C:44]2[CH:49]=[CH:48][CH:47]=[C:46]([CH2:50][OH:51])[CH:45]=2)[N:37]=1)([CH3:43])([CH3:41])[CH3:42]. Procedure: A mixture of Intermediate 81d (319 mg, 0.85 mmol), Intermediate 29c (335 mg, 0.85 mmol) and DIPEA (294 μL, 1.69 mmol) in dioxane (10 mL) was stirred at 80° C. for 18 hours. After cooling, the reaction mixture was partitioned between water and DCM. The aqueous phase was extracted with EtOAc (×3) and the combined organic layers were washed with brine, dried (MgSO4) and concentrated in vacuo. The resulting residue was purified by FCC on silica, using a gradient of 0-10% MeOH in DCM, to afford the t... The reactants are CC(C)(C)OC(=O)N(CCc1ccc(Br)cc1)CC(O)c1cccc(Cl)c1, COC(=O)c1ccc(B(O)O)c(C)c1, COCCOC, CCOC(C)=O, [Na+], [Na+], O=C([O-])[O-], O, c1ccc(P(c2ccccc2)(c2ccccc2)[Pd](P(c2ccccc2)(c2ccccc2)c2ccccc2)(P(c2ccccc2)(c2ccccc2)c2ccccc2)P(c2ccccc2)(c2ccccc2)c2ccccc2)cc1. Yields the product COC(=O)c1ccc(-c2ccc(CCN(CC(O)c3cccc(Cl)c3)C(=O)OC(C)(C)C)cc2)c(C)c1. Reaction SMILES: [Br:1][c:2]1[cH:3][cH:4][c:5]([CH2:8][CH2:9][N:10]([C:11]([O:12][C:13]([CH3:14])([CH3:15])[CH3:16])=[O:17])[CH2:18][CH:19]([OH:20])[c:21]2[cH:22][c:23]([Cl:27])[cH:24][cH:25][cH:26]2)[cH:6][cH:7]1.[CH3:28][O:29][C:30](=[O:31])[c:32]1[cH:33][c:34]([CH3:41])[c:35]([B:38]([OH:39])[OH:40])[cH:36][cH:37]1.[CH3:48][O:49][CH2:50][CH2:51][O:52][CH3:53].[CH3:54][CH2:55][O:56][C:57](=[O:58])[CH3:59].[Na+:42].[Na+:43].[O-:44][C:45](=[O:46])[O-:47].[OH2:60].[cH:61]1[cH:62][cH:63][c:64]([P:65]([Pd:66]([P:67]([c:68]2[cH:69][cH:70][cH:71][cH:72][cH:73]2)([c:74]2[cH:75][cH:76][cH:77][cH:78][cH:79]2)[c:80]2[cH:81][cH:82][cH:83][cH:84][cH:85]2)([P:86]([c:87]2[cH:88][cH:89][cH:90][cH:91][cH:92]2)([c:93]2[cH:94][cH:95][cH:96][cH:97][cH:98]2)[c:99]2[cH:100][cH:101][cH:102][cH:103][cH:104]2)[P:105]([c:106]2[cH:107][cH:108][cH:109][cH:110][cH:111]2)([c:112]2[cH:113][cH:114][cH:115][cH:116][cH:117]2)[c:118]2[cH:119][cH:120][cH:121][cH:122][cH:123]2)([c:124]2[cH:125][cH:126][cH:127][cH:128][cH:129]2)[c:130]2[cH:131][cH:132][cH:133][cH:134][cH:135]2)[cH:136][cH:137]1>>[c:2]1(-[c:35]2[c:34]([CH3:41])[cH:33][c:32]([C:30]([O:29][CH3:28])=[O:31])[cH:37][cH:36]2)[cH:3][cH:4][c:5]([CH2:8][CH2:9][N:10]([C:11]([O:12][C:13]([CH3:14])([CH3:15])[CH3:16])=[O:17])[CH2:18][CH:19]([OH:20])[c:21]2[cH:22][c:23]([Cl:27])[cH:24][cH:25][cH:26]2)[cH:6][cH:7]1.